This data is from the Open Reaction Database (ORD), a public repository of structured organic reaction records. The task is: describe an organic reaction: reactants, conditions, products, and yield The reactants are ClC(=O)OC(C)C (Isopropyl chloroformate), FC(C(=O)O)(F)F.C(C)OC1=CC(=C(OC2=C3C(=NC=N2)N(N=C3)C3CCNCC3)C=C1)F (4-(4-ethoxy-2-fluoro-phenoxy)-1-piperidin-4-yl-1H-pyrazolo[3,4-d]pyrimidine trifluoroacetate salt), FC(C(=O)O)(F)F.C(C)OC1=CC(=C(OC2=C3C(=NC=N2)N(N=C3)C3CCNCC3)C=C1)F (4-(4-ethoxy-2-fluoro-phenoxy)-1-piperidin-4-yl-1H-pyrazolo[3,4-d]pyrimidine trifluoroacetate salt), C(C)(C)N(CC)C(C)C (diisopropylethylamine), O (Water). Solvent: ClCCl (dichloromethane). Reaction conditions: time 8 hour. Product: C(C)(C)OC(=O)N1CCC(CC1)N1N=CC=2C1=NC=NC2OC2=C(C=C(C=C2)OCC)F (4-[4-(4-ethoxy-2-fluoro-phenoxy)pyrazolo[3,4-d]pyrimidin-1-yl]-piperidine-1-carboxylic acid isopropyl ester). Isolated yield 78.1%. RXN SMILES: Cl[C:2]([O:4][CH:5]([CH3:7])[CH3:6])=[O:3].FC(F)(F)C(O)=O.[CH2:15]([O:17][C:18]1[CH:39]=[CH:38][C:21]([O:22][C:23]2[N:28]=[CH:27][N:26]=[C:25]3[N:29]([CH:32]4[CH2:37][CH2:36][NH:35][CH2:34][CH2:33]4)[N:30]=[CH:31][C:24]=23)=[C:20]([F:40])[CH:19]=1)[CH3:16].C(N(C(C)C)CC)(C)C.O>ClCCl>[CH:5]([O:4][C:2]([N:35]1[CH2:36][CH2:37][CH:32]([N:29]2[C:25]3=[N:26][CH:27]=[N:28][C:23]([O:22][C:21]4[CH:38]=[CH:39][C:18]([O:17][CH2:15][CH3:16])=[CH:19][C:20]=4[F:40])=[C:24]3[CH:31]=[N:30]2)[CH2:33][CH2:34]1)=[O:3])([CH3:7])[CH3:6] |f:1.2|. Procedure: Isopropyl chloroformate (Aldrich Chemical Company, Inc., Milwaukee, Wis., USA; 1 M in toluene; 0.079 ml, 0.079 mol) was added to a mixture of 4-(4-ethoxy-2-fluoro-phenoxy)-1-piperidin-4-yl-1H-pyrazolo[3,4-d]pyrimidine trifluoroacetate salt (Intermediate 29; 28 mg, 0.078 mmol), and diisopropylethylamine (30 mg, 0.235 mmol) in dichloromethane (2 mL). The reaction mixture was stirred at room temperature overnight. Water was added to quench the reaction and the aqueous layer was extracted three time... Reactants: CO, C=CC(=O)NC, CC(C)N. Yields the product CNC(=O)CCNC(C)C. As a reaction SMILES: [CH3:11][OH:12].[CH3:1][NH:2][C:3]([CH:4]=[CH2:5])=[O:6].[CH3:7][CH:8]([CH3:9])[NH2:10]>>[CH3:1][NH:2][C:3]([CH2:4][CH2:5][NH:10][CH:8]([CH3:7])[CH3:9])=[O:6]. Reported procedure: The title compound, MS: m/e=307.3 (M+H+), was prepared from 2-benzo[b]thiophen-5-yl-4,4,5,5-tetramethyl-[1,3,2]dioxaborolane and 5-chloro-3-(2-methyl-imidazol-1-yl-methyl)-pyridazine. Reaction SMILES: [S:1]1[CH:5]=[CH:4][C:3]2[CH:6]=[C:7](B3OC(C)(C)C(C)(C)O3)[CH:8]=[CH:9][C:2]1=2.[Cl:19][C:20]1[CH:21]=[C:22]([CH2:26][N:27]2[CH:31]=[CH:30][N:29]=[C:28]2[CH3:32])[N:23]=[N:24][CH:25]=1>>[ClH:19].[S:1]1[CH:5]=[CH:4][C:3]2[CH:6]=[C:7]([C:20]3[CH:21]=[C:22]([CH2:26][N:27]4[CH:31]=[CH:30][N:29]=[C:28]4[CH3:32])[N:23]=[N:24][CH:25]=3)[CH:8]=[CH:9][C:2]1=2 |f:2.3|. The product is Cl.S1C2=C(C=C1)C=C(C=C2)C=2C=C(N=NC2)CN2C(=NC=C2)C (5-Benzo[b]thiophen-5-yl-3-(2-methyl-imidazol-1-yl-methyl)-pyridazine hydrochloride). Reactants: S1C2=C(C=C1)C=C(C=C2)B2OC(C(O2)(C)C)(C)C (2-benzo[b]thiophen-5-yl-4,4,5,5-tetramethyl-[1,3,2]dioxaborolane), ClC=1C=C(N=NC1)CN1C(=NC=C1)C (5-chloro-3-(2-methyl-imidazol-1-yl-methyl)-pyridazine). Reactants: COCCCOc1cc(COC2CN(C(=O)OCc3ccccc3)CCC2c2ccc(OCCCOCc3ccccc3OC)cc2)ccc1C(=O)OC, CO, Cl, [Na+], [OH-], O. Product: COCCCOc1cc(COC2CN(C(=O)OCc3ccccc3)CCC2c2ccc(OCCCOCc3ccccc3OC)cc2)ccc1C(=O)O. RXN SMILES: [CH3:1][O:2][c:3]1[c:4]([CH2:5][O:6][CH2:7][CH2:8][CH2:9][O:10][c:11]2[cH:12][cH:13][c:14]([CH:17]3[CH:18]([O:33][CH2:34][c:35]4[cH:36][c:37]([O:45][CH2:46][CH2:47][CH2:48][O:49][CH3:50])[c:38]([C:41](=[O:42])[O:43][CH3:44])[cH:39][cH:40]4)[CH2:19][N:20]([C:23](=[O:24])[O:25][CH2:26][c:27]4[cH:28][cH:29][cH:30][cH:31][cH:32]4)[CH2:21][CH2:22]3)[cH:15][cH:16]2)[cH:51][cH:52][cH:53][cH:54]1.[CH3:57][OH:58].[ClH:56].[Na+:60].[OH-:59].[OH2:55]>>[CH3:1][O:2][c:3]1[c:4]([CH2:5][O:6][CH2:7][CH2:8][CH2:9][O:10][c:11]2[cH:12][cH:13][c:14]([CH:17]3[CH:18]([O:33][CH2:34][c:35]4[cH:36][c:37]([O:45][CH2:46][CH2:47][CH2:48][O:49][CH3:50])[c:38]([C:41](=[O:42])[OH:43])[cH:39][cH:40]4)[CH2:19][N:20]([C:23](=[O:24])[O:25][CH2:26][c:27]4[cH:28][cH:29][cH:30][cH:31][cH:32]4)[CH2:21][CH2:22]3)[cH:15][cH:16]2)[cH:51][cH:52][cH:53][cH:54]1. Starting materials: OCCBr, Cc1cc(F)ccc1N1c2ccccc2NS1(=O)=O, c1ccc(P(c2ccccc2)c2ccccc2)cc1. Yields the product Cc1cc(F)ccc1N1c2ccccc2N(CCBr)S1(=O)=O. As a reaction SMILES: [Br:39][CH2:40][CH2:41][OH:42].[F:1][c:2]1[cH:3][c:4]([CH3:19])[c:5]([N:8]2[S:9](=[O:17])(=[O:18])[NH:10][c:11]3[c:12]2[cH:13][cH:14][cH:15][cH:16]3)[cH:6][cH:7]1.[c:20]1([P:21]([c:22]2[cH:23][cH:24][cH:25][cH:26][cH:27]2)[c:28]2[cH:29][cH:30][cH:31][cH:32][cH:33]2)[cH:34][cH:35][cH:36][cH:37][cH:38]1>>[F:1][c:2]1[cH:3][c:4]([CH3:19])[c:5]([N:8]2[S:9](=[O:17])(=[O:18])[N:10]([CH2:41][CH2:40][Br:39])[c:11]3[c:12]2[cH:13][cH:14][cH:15][cH:16]3)[cH:6][cH:7]1. Starting materials: C(#N)C[C@H]1N(CCC1)C(=O)OC(C)(C)C (tert-butyl (S)-2-cyanomethylpyrrolidine-1-carboxylate), CC1=CC=C(C=C1)S(=O)(=O)OC[C@@H]1N(CCC1)C(=O)OC(C)(C)C (tert-butyl (R)-2-(4-methylbenzenesulfonyloxymethyl)pyrrolidine-1-carboxylate), CC1=CC=C(C=C1)S(=O)(=O)OC[C@@H]1N(CCC1)C(=O)OC(C)(C)C (tert-butyl (R)-2-(4-methylbenzenesulfonyloxymethyl)pyrrolidine-1-carboxylate). Product: C(#N)C[C@@H]1N(CCC1)C(=O)OC(C)(C)C (tert-Butyl (R)-2-cyanomethylpyrrolidine-1-carboxylate). Reaction SMILES: [C:1]([CH2:3][C@@H:4]1[CH2:8][CH2:7][CH2:6][N:5]1[C:9]([O:11][C:12]([CH3:15])([CH3:14])[CH3:13])=[O:10])#[N:2].CC1C=CC(S(OC[C@H]2CCCN2C(OC(C)(C)C)=O)(=O)=O)=CC=1>>[C:1]([CH2:3][C@H:4]1[CH2:8][CH2:7][CH2:6][N:5]1[C:9]([O:11][C:12]([CH3:15])([CH3:14])[CH3:13])=[O:10])#[N:2]. Reported procedure: Prepared by proceeding in a similar manner to Intermediate 139, starting from tert-butyl (R)-2-(4-methylbenzenesulfonyloxymethyl)pyrrolidine-1-carboxylate (Intermediate 145) and used without further characterisation.